Dataset: the Open Reaction Database (ORD), a public repository of structured organic reaction records. Task: describe an organic reaction: reactants, conditions, products, and yield Reactants: ClC1=C(C(=CC=C1)Cl)C1=CC2=C(N=C(N=C2)C)N=C1N (6-(2,6-dichlorophenyl)-2-methylpyrido[2,3-d]pyrimidin-7-amine), COC(N(C)C)OC (dimethylformamide dimethyl acetal). Solvent: CCOCC (ether). Reaction conditions: time 16 hour. The product is ClC1=C(C(=CC=C1)Cl)C1=CC2=C(N=C(N=C2)C)N=C1N=CN(C)C (N'-[6-(2,6-dichlorophenyl)-2-methylpyrido[2,3-d]pyrimidin-7-yl]-N,N-dimethylmethanimidamide). As a reaction SMILES: [Cl:1][C:2]1[CH:7]=[CH:6][CH:5]=[C:4]([Cl:8])[C:3]=1[C:9]1[C:19]([NH2:20])=[N:18][C:12]2[N:13]=[C:14]([CH3:17])[N:15]=[CH:16][C:11]=2[CH:10]=1.CO[CH:23](OC)[N:24]([CH3:26])[CH3:25]>CCOCC>[Cl:8][C:4]1[CH:5]=[CH:6][CH:7]=[C:2]([Cl:1])[C:3]=1[C:9]1[C:19]([N:20]=[CH:23][N:24]([CH3:26])[CH3:25])=[N:18][C:12]2[N:13]=[C:14]([CH3:17])[N:15]=[CH:16][C:11]=2[CH:10]=1. Procedure details: A mixture of 2.1 g of 6-(2,6-dichlorophenyl)-2-methylpyrido[2,3-d]pyrimidin-7-amine in 10 ml of dimethylformamide dimethyl acetal is warmed on a steam bath. Solution occurs followed by an exothermic reaction and precipitation of a solid. This mixture is stirred at room temperature for 16 hours and then diluted with ether and filtered to obtain the crude product as a yellow solid. Recrystallization of this from acetonitrile gives pure N'-[6-(2,6-dichlorophenyl)-2-methylpyrido[2,3-d]pyrimidin-7-yl...